This data is from the Open Reaction Database (ORD), a public repository of structured organic reaction records. The task is: describe an organic reaction: reactants, conditions, products, and yield Reactants: [B-]([O+](C)C)(F)(F)F (boron trifluoride dimethyl etherate), C(CCCCCCCC(=O)O)(=O)OCC1=CC=CC=C1 (benzyl hydrogen nonanedioate), [BH4-].[Na+] (sodium borohydride), [H][H] (hydrogen). The solvent is O1CCCC1 (tetrahydrofuran), O (water), O1CCCC1 (tetrahydrofuran). Reaction conditions: time 4 hour. Yields the product OCCCCCCCCC(=O)OCC1=CC=CC=C1 (benzyl 9-hydroxynonanoate). As a reaction SMILES: [C:1]([O:13][CH2:14][C:15]1[CH:20]=[CH:19][CH:18]=[CH:17][CH:16]=1)(=[O:12])[CH2:2][CH2:3][CH2:4][CH2:5][CH2:6][CH2:7][CH2:8][C:9](O)=[O:10].[BH4-].[Na+].[H][H].[B-](F)(F)(F)[O+](C)C>O1CCCC1.O>[OH:10][CH2:9][CH2:8][CH2:7][CH2:6][CH2:5][CH2:4][CH2:3][CH2:2][C:1]([O:13][CH2:14][C:15]1[CH:16]=[CH:17][CH:18]=[CH:19][CH:20]=1)=[O:12] |f:1.2|. Procedure details: The product from 11a (12.9 g; 46.3 mmol) was added in portions to a stirred mixture of sodium borohydride (1.70 g; 45.0 mmol) in dry tetrahydrofuran (25 mL). After the evolution of hydrogen subsided, a solution of boron trifluoride dimethyl etherate (4.6 mL; 5.7 g; 50 mmol) in dry tetrahydrofuran (15 mL) was added drop-wise. The exothermic reaction was moderated with a cold water bath. After stirring 4 h at ambient temperature, the reaction mixture was hydrolyzed with cold water (20 mL). The mix... Starting materials: CN(C)C(=O)Oc1cccc(NC(=O)C2(COCc3ccccc3)CCNCC2)c1, CCOC(C)=O, CCN(C(C)C)C(C)C, CC(C)O, Cc1c[nH]c2ncnc(Cl)c12. The product is Cc1c[nH]c2ncnc(N3CCC(COCc4ccccc4)(C(=O)Nc4cccc(OC(=O)N(C)C)c4)CC3)c12. RXN SMILES: [CH3:1][N:2]([C:3]([O:4][c:5]1[cH:6][c:7]([NH:11][C:12](=[O:13])[C:14]2([CH2:20][O:21][CH2:22][c:23]3[cH:24][cH:25][cH:26][cH:27][cH:28]3)[CH2:15][CH2:16][NH:17][CH2:18][CH2:19]2)[cH:8][cH:9][cH:10]1)=[O:29])[CH3:30].[CH3:55][CH2:56][O:57][C:58]([CH3:59])=[O:60].[CH:31]([N:32]([CH2:33][CH3:34])[CH:35]([CH3:36])[CH3:37])([CH3:38])[CH3:39].[CH:51]([OH:52])([CH3:53])[CH3:54].[Cl:40][c:41]1[c:42]2[c:43]([n:44][cH:45][n:46]1)[nH:47][cH:48][c:49]2[CH3:50]>>[CH3:1][N:2]([C:3]([O:4][c:5]1[cH:6][c:7]([NH:11][C:12](=[O:13])[C:14]2([CH2:20][O:21][CH2:22][c:23]3[cH:24][cH:25][cH:26][cH:27][cH:28]3)[CH2:15][CH2:16][N:17]([c:41]3[c:42]4[c:43]([n:44][cH:45][n:46]3)[nH:47][cH:48][c:49]4[CH3:50])[CH2:18][CH2:19]2)[cH:8][cH:9][cH:10]1)=[O:29])[CH3:30].